Dataset: the Open Reaction Database (ORD), a public repository of structured organic reaction records. Task: describe an organic reaction: reactants, conditions, products, and yield Starting materials: CC(C)(C)OC(=O)N(CCCc1ccc(Br)cc1)CC(O)c1cccnc1, COC(=O)c1ccc(B(O)O)cc1OCC(C)C, CN(C)C=O, [Na+], [Na+], O=C([O-])[O-]. The product is COC(=O)c1ccc(-c2ccc(CCCN(CC(O)c3cccnc3)C(=O)OC(C)(C)C)cc2)cc1OCC(C)C. RXN SMILES: [Br:1][c:2]1[cH:3][cH:4][c:5]([CH2:8][CH2:9][CH2:10][N:11]([C:12]([O:13][C:14]([CH3:15])([CH3:16])[CH3:17])=[O:18])[CH2:19][CH:20]([c:21]2[cH:22][n:23][cH:24][cH:25][cH:26]2)[OH:27])[cH:6][cH:7]1.[CH2:28]([CH:29]([CH3:30])[CH3:31])[O:32][c:33]1[cH:34][c:35]([B:43]([OH:44])[OH:45])[cH:36][cH:37][c:38]1[C:39](=[O:40])[O:41][CH3:42].[CH3:52][N:53]([CH3:54])[CH:55]=[O:56].[Na+:46].[Na+:47].[O-:48][C:49](=[O:50])[O-:51]>>[c:2]1(-[c:35]2[cH:34][c:33]([O:32][CH2:28][CH:29]([CH3:30])[CH3:31])[c:38]([C:39](=[O:40])[O:41][CH3:42])[cH:37][cH:36]2)[cH:3][cH:4][c:5]([CH2:8][CH2:9][CH2:10][N:11]([C:12]([O:13][C:14]([CH3:15])([CH3:16])[CH3:17])=[O:18])[CH2:19][CH:20]([c:21]2[cH:22][n:23][cH:24][cH:25][cH:26]2)[OH:27])[cH:6][cH:7]1.